Dataset: the Open Reaction Database (ORD), a public repository of structured organic reaction records. Task: describe an organic reaction: reactants, conditions, products, and yield Starting materials: B, CO, O=C(O)Cc1ccc2c(c1)CC(NS(=O)(=O)c1ccc(Cl)cc1)C2, C1CSCCO1, C1CCOC1. The product is O=S(=O)(NC1Cc2ccc(CCO)cc2C1)c1ccc(Cl)cc1. As a reaction SMILES: [BH3:31].[CH3:32][OH:33].[Cl:1][c:2]1[cH:3][cH:4][c:5]([S:8](=[O:9])(=[O:10])[NH:11][CH:12]2[CH2:13][c:14]3[cH:15][cH:16][c:17]([CH2:21][C:22](=[O:23])[OH:24])[cH:18][c:19]3[CH2:20]2)[cH:6][cH:7]1.[O:25]1[CH2:26][CH2:27][S:28][CH2:29][CH2:30]1.[O:34]1[CH2:35][CH2:36][CH2:37][CH2:38]1>>[Cl:1][c:2]1[cH:3][cH:4][c:5]([S:8](=[O:9])(=[O:10])[NH:11][CH:12]2[CH2:13][c:14]3[cH:15][cH:16][c:17]([CH2:21][CH2:22][OH:23])[cH:18][c:19]3[CH2:20]2)[cH:6][cH:7]1. Reactants: C(=S)(Cl)Cl (thiophosgene), ClC=1C=CC(=NC1)C(CC1=CC=CC=C1)(N)C1=CC(=CC(=C1)C(F)(F)F)F (1-(5-chloropyridin-2-yl)-1-(3-fluoro-5-(trifluoromethyl)phenyl)-2-phenylethanamine), C(=O)(O)[O-].[Na+] (NaHCO3). The solvent is C(Cl)(Cl)Cl (CHCl3), O (H2O), C(Cl)(Cl)Cl (chloroform), O (H2O). Reaction conditions: time 2 hour. Product: ClC=1C=CC(=NC1)C(CC1=CC=CC=C1)(N=C=S)C1=CC(=CC(=C1)C(F)(F)F)F (5-chloro-2-(1-(3-fluoro-5-(trifluoromethyl)phenyl)-1-isothiocyanato-2-phenylethyl)pyridine). The yield is 49.9%. Reaction SMILES: [Cl:1][C:2]1[CH:3]=[CH:4][C:5]([C:8]([C:17]2[CH:22]=[C:21]([C:23]([F:26])([F:25])[F:24])[CH:20]=[C:19]([F:27])[CH:18]=2)([NH2:16])[CH2:9][C:10]2[CH:15]=[CH:14][CH:13]=[CH:12][CH:11]=2)=[N:6][CH:7]=1.C([O-])(O)=O.[Na+].[C:33](Cl)(Cl)=[S:34]>C(Cl)(Cl)Cl.O>[Cl:1][C:2]1[CH:3]=[CH:4][C:5]([C:8]([C:17]2[CH:22]=[C:21]([C:23]([F:26])([F:24])[F:25])[CH:20]=[C:19]([F:27])[CH:18]=2)([N:16]=[C:33]=[S:34])[CH2:9][C:10]2[CH:11]=[CH:12][CH:13]=[CH:14][CH:15]=2)=[N:6][CH:7]=1 |f:1.2|. Procedure details: 1-(5-chloropyridin-2-yl)-1-(3-fluoro-5-(trifluoromethyl)phenyl)-2-phenylethanamine (0.132 g, 0.335 mmol) in chloroform (1 mL) was added H2O (1 mL) and NaHCO3 (84 mg, 1.01 mmol). To this vigorously stirred mixture was added thiophosgene (38.3 μl, 0.502 mmol) dropwise. The reaction was stirred at room temperature for 2 hours and diluted with CHCl3 and H2O. The organic layer was separated and washed with brine, dried over MgSO4 and concentrated. The crude mixture was purified by silica gel ISCO chr... Reactants: ClC(OC)Cl (dichloro(methoxy)methane), CC1=NN(C(=C1CC(=O)O)C1=CC=CC=C1)C=1C=NC=CC1C ([3-methyl-1-(4-methylpyridin-3-yl)-5-phenyl-1H-pyrazol-4-yl]acetic acid), ClC(OC)Cl (dichloro(methoxy)methane), C1(CC1)CO (cyclopropylmethanol). Reaction conditions: temperature 60 celsius, time 2 hour. The product is CC1=NN(C(=C1CC(=O)OCC1CC1)C1=CC=CC=C1)C=1C=NC=CC1C (Cyclopropylmethyl [3-methyl-1-(4-methylpyridin-3-yl)-5-phenyl-1H-pyrazol-4-yl]acetate). As a reaction SMILES: ClC(Cl)OC.[CH3:6][C:7]1[C:11]([CH2:12][C:13]([OH:15])=[O:14])=[C:10]([C:16]2[CH:21]=[CH:20][CH:19]=[CH:18][CH:17]=2)[N:9]([C:22]2[CH:23]=[N:24][CH:25]=[CH:26][C:27]=2[CH3:28])[N:8]=1.[CH:29]1([CH2:32]O)[CH2:31][CH2:30]1>>[CH3:6][C:7]1[C:11]([CH2:12][C:13]([O:15][CH2:32][CH:29]2[CH2:31][CH2:30]2)=[O:14])=[C:10]([C:16]2[CH:21]=[CH:20][CH:19]=[CH:18][CH:17]=2)[N:9]([C:22]2[CH:23]=[N:24][CH:25]=[CH:26][C:27]=2[CH3:28])[N:8]=1. Procedure details: 0.296 g (2.575 mmol) of dichloro(methoxy)methane was added to 0.175 g (0.569 mmol) [3-methyl-1-(4-methylpyridin-3-yl)-5-phenyl-1H-pyrazol-4-yl]acetic acid, and the mixture was stirred at 60° C. for 2 h. Excess dichloro(methoxy)methane was removed under reduced pressure, 0.660 g (9.153 mmol) of cyclopropylmethanol was added to the residue and the mixture was stirred at 20° C. for 0.5 h. The solvent was removed under reduced pressure, a mixture of 10 ml of dichloromethane, 1.5 ml of diisopropyleth... Starting materials: ClS(=O)(=O)N=C=O (chlorosulfonyl isocyanate), crude product, C(C)(=O)NC=1C=C(C=CC1)O (m-acetamidophenol), S(N)(=O)(=O)Cl (sulfamoyl chloride). Run in O (water). Product: NS(=O)(=O)OC=1C=C(C=CC1)NC(C)=O (N-[3-[(Aminosulfonyl)oxy]phenyl]acetamide), white solid. RXN SMILES: [C:1]([NH:4][C:5]1[CH:6]=[C:7]([OH:11])[CH:8]=[CH:9][CH:10]=1)(=[O:3])[CH3:2].[S:12](Cl)(=[O:15])(=[O:14])[NH2:13].ClS(N=C=O)(=O)=O>O>[NH2:13][S:12]([O:11][C:7]1[CH:6]=[C:5]([NH:4][C:1](=[O:3])[CH3:2])[CH:10]=[CH:9][CH:8]=1)(=[O:15])=[O:14]. Reported procedure: By the same method described for Example 62, the title compound was prepared from m-acetamidophenol (12.10 g, 0.08 m), reacting with the sulfamoyl chloride generated from water and chlorosulfonyl isocyanate. The crude product contained desired product and starting material. The product was isolated by chromatography on 100 g silica gel, eluted first with 7:3 methylene chloride/acetonitrile and then increasing the proportion of acetonitrile in the eluting solvent. The main fraction was evaporated...